From a dataset of the Open Reaction Database (ORD), a public repository of structured organic reaction records. describe an organic reaction: reactants, conditions, products, and yield Reactants: Cl.NC(C(=O)OCC1=CC(=CC(=C1)C)C)CC1=CNC2=CC=CC=C12 (3,5-dimethylbenzyl 2-amino-3-(3-indolyl)propionate hydrochloride), CS(=O)(=O)Cl (methanesulphonylchloride). The product is CS(=O)(=O)NC(C(=O)OCC1=CC(=CC(=C1)C)C)CC1=CNC2=CC=CC=C12 (3,5-Dimethylbenzyl 2 -methanesulphonamido-3-(3-indolyl )propionate). Reaction SMILES: Cl.[NH2:2][CH:3]([CH2:16][C:17]1[C:25]2[C:20](=[CH:21][CH:22]=[CH:23][CH:24]=2)[NH:19][CH:18]=1)[C:4]([O:6][CH2:7][C:8]1[CH:13]=[C:12]([CH3:14])[CH:11]=[C:10]([CH3:15])[CH:9]=1)=[O:5].[CH3:26][S:27](Cl)(=[O:29])=[O:28]>>[CH3:26][S:27]([NH:2][CH:3]([CH2:16][C:17]1[C:25]2[C:20](=[CH:21][CH:22]=[CH:23][CH:24]=2)[NH:19][CH:18]=1)[C:4]([O:6][CH2:7][C:8]1[CH:9]=[C:10]([CH3:15])[CH:11]=[C:12]([CH3:14])[CH:13]=1)=[O:5])(=[O:29])=[O:28] |f:0.1|. Procedure: Following the method of Example 18, 3,5-dimethylbenzyl 2-amino-3-(3-indolyl)propionate hydrochloride and methanesulphonylchloride gave the title compound which was recrystallised from ethyl acetate/petroleum ether, m.p. 96°-97° C. 1H NMR (360 MHz, CDCl3) δ8.18 (1H, s), 7.70 (1H, d, J=7 Hz), 7.48 (1H, d, J=7 Hz), 7.37 (1H, t, J=7 Hz), 7.28 (1H, t, J=7 Hz), 7.12 (1H, s), 7.08 (1H, s), 6.98 (2H, s), 5.04 (2H, s), 4.89 (1H, d, J=9.2 Hz), 4.50 (1H, m), 3.32 (2H, d, J=5.7 Hz), 2.72 (3H, s), 2.30 (6H, ...